From a dataset of the Open Reaction Database (ORD), a public repository of structured organic reaction records. describe an organic reaction: reactants, conditions, products, and yield Starting materials: C#CCO, CC(C)OC(=O)c1cc(-n2c(Cl)nc(C(F)(F)C(F)(F)F)cc2=O)c(F)cc1Cl, c1ccncc1. Product: C#CCOc1nc(C(F)(F)C(F)(F)F)cc(=O)n1-c1cc(C(=O)OC(C)C)c(Cl)cc1F. RXN SMILES: [CH2:30]([C:31]#[CH:32])[OH:33].[Cl:1][c:2]1[c:3]([C:4](=[O:5])[O:6][CH:7]([CH3:8])[CH3:9])[cH:10][c:11](-[n:15]2[c:16]([Cl:29])[n:17][c:18]([C:22]([C:23]([F:24])([F:25])[F:26])([F:27])[F:28])[cH:19][c:20]2=[O:21])[c:12]([F:14])[cH:13]1.[cH:34]1[cH:35][cH:36][n:37][cH:38][cH:39]1>>[Cl:1][c:2]1[c:3]([C:4](=[O:5])[O:6][CH:7]([CH3:8])[CH3:9])[cH:10][c:11](-[n:15]2[c:16]([O:33][CH2:30][C:31]#[CH:32])[n:17][c:18]([C:22]([C:23]([F:24])([F:25])[F:26])([F:27])[F:28])[cH:19][c:20]2=[O:21])[c:12]([F:14])[cH:13]1.